Dataset: the Open Reaction Database (ORD), a public repository of structured organic reaction records. Task: describe an organic reaction: reactants, conditions, products, and yield Reactants: CCOCC, O=C(OCC(F)(F)C(F)C(F)(F)F)C(F)CF, C1CN=C2CCCN2C1, Oc1ccc(O)cc1. Product: C=C(F)C(=O)OCC(F)(F)C(F)C(F)(F)F. RXN SMILES: [CH3:35][CH2:36][O:37][CH2:38][CH3:39].[F:1][C:2]([CH2:3][O:4][C:5]([CH:6]([CH2:7][F:8])[F:9])=[O:10])([CH:11]([C:12]([F:13])([F:14])[F:15])[F:16])[F:17].[N:26]12[CH2:27][CH2:28][CH2:29][C:30]1=[N:31][CH2:32][CH2:33][CH2:34]2.[OH:18][c:19]1[cH:20][cH:21][c:22]([OH:23])[cH:24][cH:25]1>>[F:1][C:2]([CH2:3][O:4][C:5]([C:6](=[CH2:7])[F:9])=[O:10])([CH:11]([C:12]([F:13])([F:14])[F:15])[F:16])[F:17]. Starting materials: C(C)(C)(C)OC(=O)N1C(=NC(=C1)CO)CCCC (1-tert-butoxycarbonyl-2-n-butyl-4-(hydroxymethyl)imidazole), C1(=CC=CC=C1)P(C1=CC=CC=C1)C1=CC=CC=C1 (triphenylphosphine), C(Br)(Br)(Br)Br (carbon tetrabromide). Solvent: ClCCl (dichloromethane). Conditions: time 30 minute. The product is C(C)(C)(C)OC(=O)N1C(=NC(=C1)CBr)CCCC (1-tert-butoxycarbonyl-2-n-butyl-4-(bromomethyl)imidazole). Yield: 92.1%. As a reaction SMILES: [C:1]([O:5][C:6]([N:8]1[CH:12]=[C:11]([CH2:13]O)[N:10]=[C:9]1[CH2:15][CH2:16][CH2:17][CH3:18])=[O:7])([CH3:4])([CH3:3])[CH3:2].C1(P(C2C=CC=CC=2)C2C=CC=CC=2)C=CC=CC=1.C(Br)(Br)(Br)[Br:39]>ClCCl>[C:1]([O:5][C:6]([N:8]1[CH:12]=[C:11]([CH2:13][Br:39])[N:10]=[C:9]1[CH2:15][CH2:16][CH2:17][CH3:18])=[O:7])([CH3:4])([CH3:3])[CH3:2]. Procedure details: To a solution of 1-tert-butoxycarbonyl-2-n-butyl-4-(hydroxymethyl)imidazole (4.43 g) in dichloromethane (80 ml) was added triphenylphosphine (5.48 g) followed by carbon tetrabromide (6.93 g) at ambient temperature and the mixture was stirred for 30 minutes. The solvent was removed in vacuo and the residue was purified by silica gel column chromatography (eluent; n-hexane:ethyl acetate=4:1) to give 1-tert-butoxycarbonyl-2-n-butyl-4-(bromomethyl)imidazole (5.09 g) as a colorless oil. Reactants: N[C@H]1[C@@H](CCCC1)CC1=CC(=C(C=C1)N1CC(N(S1(=O)=O)CC[Si](C)(C)C)=O)OCC1=CC=CC=C1 (5-[4-((1S*,2R*)-2-aminocyclohexylmethyl)-2-benzyloxy-phenyl]-1,1-dioxo-2-(2-trimethylsilanylethyl)-1,2,5-thiadiazolidin-3-one), C(C)S(=O)(=O)Cl (ethanesulfonyl chloride). Yields the product OC=1C=C(C[C@H]2[C@@H](CCCC2)NS(=O)(=O)CC)C=CC1N1S(NC(C1)=O)(=O)=O (Ethanesulfonic acid {(1R*,2S*)-2-[3-hydroxy-4-(1,1,4-trioxo-1,2,5-thiadiazolidin-2-yl)-benzyl]-cyclohexyl}-amide). RXN SMILES: [NH2:1][C@@H:2]1[CH2:7][CH2:6][CH2:5][CH2:4][C@H:3]1[CH2:8][C:9]1[CH:14]=[CH:13][C:12]([N:15]2[S:19](=[O:21])(=[O:20])[N:18](CC[Si](C)(C)C)[C:17](=[O:28])[CH2:16]2)=[C:11]([O:29]CC2C=CC=CC=2)[CH:10]=1.[CH2:37]([S:39](Cl)(=[O:41])=[O:40])[CH3:38]>>[OH:29][C:11]1[CH:10]=[C:9]([CH:14]=[CH:13][C:12]=1[N:15]1[CH2:16][C:17](=[O:28])[NH:18][S:19]1(=[O:21])=[O:20])[CH2:8][C@@H:3]1[CH2:4][CH2:5][CH2:6][CH2:7][C@H:2]1[NH:1][S:39]([CH2:37][CH3:38])(=[O:41])=[O:40]. Procedure: The title compound is prepared from 5-[4-((1S*,2R*)-2-aminocyclohexylmethyl)-2-benzyloxy-phenyl]-1,1-dioxo-2-(2-trimethylsilanylethyl)-1,2,5-thiadiazolidin-3-one and ethanesulfonyl chloride analogous to Example 205, steps B, C and D. MS (M−1)−=430; HPLC retention time=0.91 min. (Method A).